This data is from the Open Reaction Database (ORD), a public repository of structured organic reaction records. The task is: describe an organic reaction: reactants, conditions, products, and yield The solvent is C(C)#N (acetonitrile). Reactants: BrCC(=O)NC=1N=NC=CC1 (2-bromo-N-pyridazin-3-yl-acetamide), O[C@H]1CN(CC1)C ((R)-3-hydroxy-1-methyl pyrrolidine). Reaction conditions: time 2 hour. Procedure details: A stirred suspension of 2-bromo-N-pyridazin-3-yl-acetamide (0.5 g, 2.31 mmol) in acetonitrile (10 ml) is treated with (R)-3-hydroxy-1-methyl pyrrolidine (0.234 g, 2.31 mmol). The suspension is stirred at room temperature for 2 hours and then filtered and washed with acetonitrile to yield the titled compound. Product: [Br-].OC1C[N@@+](CC1)(CC(NC=1N=NC=CC1)=O)C ((R)-3-Hydroxy-1-methyl-1-(pyridazin-3-ylcarbamoylmethyl)-pyrrolidinium bromide). RXN SMILES: [Br:1][CH2:2][C:3]([NH:5][C:6]1[N:7]=[N:8][CH:9]=[CH:10][CH:11]=1)=[O:4].[OH:12][C@@H:13]1[CH2:17][CH2:16][N:15]([CH3:18])[CH2:14]1>C(#N)C>[Br-:1].[OH:12][CH:13]1[CH2:17][CH2:16][N@@+:15]([CH3:18])([CH2:2][C:3](=[O:4])[NH:5][C:6]2[N:7]=[N:8][CH:9]=[CH:10][CH:11]=2)[CH2:14]1 |f:3.4|. Reactants: CCC(=O)C12OC1CC1C3CCC4CC(O)CCC4(C)C3C(OC(C)=O)CC12C, CCO, [N-]=[N+]=[N-], [Na+], O, O=S(=O)(O)O. Yields the product CCC(=O)C1(N=[N+]=[N-])C(O)CC2C3CCC4CC(O)CCC4(C)C3C(OC(C)=O)CC21C. As a reaction SMILES: [C:1]([CH3:2])(=[O:3])[O:4][CH:5]1[CH:6]2[C:7]3([CH3:29])[CH2:8][CH2:9][CH:10]([OH:28])[CH2:11][CH:12]3[CH2:13][CH2:14][CH:15]2[CH:16]2[CH2:17][CH:18]3[C:19]([C:20]([CH2:21][CH3:22])=[O:23])([C:24]2([CH3:26])[CH2:25]1)[O:27]3.[CH3:34][CH2:35][OH:36].[N-:31]=[N+:32]=[N-:33].[Na+:30].[OH2:42].[S:37](=[O:38])(=[O:39])([OH:40])[OH:41]>>[C:1]([CH3:2])(=[O:3])[O:4][CH:5]1[CH:6]2[C:7]3([CH3:29])[CH2:8][CH2:9][CH:10]([OH:28])[CH2:11][CH:12]3[CH2:13][CH2:14][CH:15]2[CH:16]2[CH2:17][CH:18]([OH:27])[C:19]([C:20]([CH2:21][CH3:22])=[O:23])([N:31]=[N+:32]=[N-:33])[C:24]2([CH3:26])[CH2:25]1. Reactants: C(OC(CO)=O)(C)(C)C, n1(c(cc(n1)C)Br)C. Reagents/catalysts: c1ccc(cc1)-c2c3ccccc3cc4ccccc24 (9-Phenylanthracene), [Li+].CC(C)(C)[O-]   (LiOBut), C1(C(CCC1)[Pd]Cl)CN(C)C.P(C1[C@H]2C[C@@H](C1)CC2)C1[C@@H]2C[C@H](C1)CC2.C1CCCC1.[Fe] (SK-CC02-A). The solvent is CC1=CC=CC=C1 (Toluene). Reaction conditions: temperature 110 celsius, time 18 hour. The product is Cc1cc(OCC(=O)OC(C)(C)C)n(C)n1. RXN SMILES: [CH3:1][C:2]([O:5][C:6]([CH2:8][OH:9])=[O:7])([CH3:4])[CH3:3].[CH3:10][c:11]1[n:16][n:14]([CH3:15])[c:13](Br)[cH:12]1>>[CH3:10][c:11]1[n:16][n:14]([CH3:15])[c:13]([O:9][CH2:8][C:6]([O:5][C:2]([CH3:4])([CH3:3])[CH3:1])=[O:7])[cH:12]1. Starting materials: FC=1C=C(OC2CCN(CC2)C(CNC(CC2=CC=CC=C2)=O)C)C=CC1F (N-{2-[4-(3,4-difluorophenoxy)-1-piperidinyl]propyl}-2-phenylacetamide). Run in Cl (HCl). Conditions: temperature 60 celsius. The product is FC=1C=C(OC2CCN(CC2)C(CN)C)C=CC1F (2-[4-(3,4-Difluorophenoxy)-1-piperidinyl]-1-propanamine). The yield is 52.5%. As a reaction SMILES: [F:1][C:2]1[CH:3]=[C:4]([CH:25]=[CH:26][C:27]=1[F:28])[O:5][CH:6]1[CH2:11][CH2:10][N:9]([CH:12]([CH3:24])[CH2:13][NH:14]C(=O)CC2C=CC=CC=2)[CH2:8][CH2:7]1>Cl>[F:1][C:2]1[CH:3]=[C:4]([CH:25]=[CH:26][C:27]=1[F:28])[O:5][CH:6]1[CH2:7][CH2:8][N:9]([CH:12]([CH3:24])[CH2:13][NH2:14])[CH2:10][CH2:11]1. Procedure: To the product of Example 10, Step (a) (0.772 g) was added 50% conc HCl/50% MeOH (20 ml) and the reaction heated to 60° C. for 2 days. Evaporation of solvent and purification by flash silica column chromatography using 10% MeOH188.9% CH2Cl2/0.1% aq. NH3 as eluent gave the sub-title compound (0.282 g). Starting materials: Cl, N, Cl[Sn]Cl, O=[N+]([O-])c1ccc2nc(-c3ccccc3)sc2c1. The product is Nc1ccc2nc(-c3ccccc3)sc2c1. As a reaction SMILES: [ClH:23].[NH3:22].[Sn:19]([Cl:20])[Cl:21].[c:1]1(-[c:7]2[s:8][c:9]3[c:10]([n:11]2)[cH:12][cH:13][c:14]([N+:16]([O-:17])=[O:18])[cH:15]3)[cH:2][cH:3][cH:4][cH:5][cH:6]1>>[c:1]1(-[c:7]2[s:8][c:9]3[c:10]([n:11]2)[cH:12][cH:13][c:14]([NH2:16])[cH:15]3)[cH:2][cH:3][cH:4][cH:5][cH:6]1. The reactants are C=1C=CC(=C(C1)CN2CCC3=C(C=CS3)C2)Cl (ticlopidine), ( 1a ), NCCC=1SC=CC1 (2-(2-aminoethyl)thiophene), ( a ). Yields the product S1C=CC=2CNCCC21 (4,5,6,7-tetrahydrothieno[3,2-c]pyridine), ( f ). As a reaction SMILES: C1C=CC(Cl)=C(C[N:8]2[CH2:16][C:12]3[CH:13]=[CH:14][S:15][C:11]=3[CH2:10][CH2:9]2)C=1.NCCC1SC=CC=1>>[S:15]1[C:11]2[CH2:10][CH2:9][NH:8][CH2:16][C:12]=2[CH:13]=[CH:14]1. Procedure details: Alternatively, ticlopidine of formula (1a) may also be synthesized by directly cyclizing 2-(2-aminoethyl)thiophene of formula (a) with a formylating agent to obtain 4,5,6,7-tetrahydrothieno[3,2-c]pyridine of formula (f), and then reacting the compound (f) with a compound of formula (b). Starting materials: CCOP(OCC)OCC, CCOC(=O)c1nc2cnccn2[n+]1[O-]. Yields the product CCOC(=O)c1nc2cnccn2n1. RXN SMILES: [P:16]([O:17][CH2:18][CH3:19])([O:20][CH2:21][CH3:22])[O:23][CH2:24][CH3:25].[n:1]1[c:2]([C:11](=[O:12])[O:13][CH2:14][CH3:15])[n+:3]([O-:10])[n:4]2[c:5]1[cH:6][n:7][cH:8][cH:9]2>>[n:1]1[c:2]([C:11](=[O:12])[O:13][CH2:14][CH3:15])[n:3][n:4]2[c:5]1[cH:6][n:7][cH:8][cH:9]2. Starting materials: [N+](=O)([O-])C=1C(=NC=C(C1)C(F)(F)F)NS(=O)(=O)CC (N-(3-nitro-5-trifluoromethyl-2-pyridyl)ethanesulfonamide), C(C)(=O)O (acetic acid), O (water), reduced iron. Conditions: temperature 50 celsius. Product: NC=1C(=NC=C(C1CC)C(F)(F)F)NS(=O)(=O)CC (N-(3-amino-5-trifluoromethylethyl-2-pyridyl)ethanesulfonamide). Reaction SMILES: [N+:1]([C:4]1[C:5]([NH:14][S:15]([CH2:18][CH3:19])(=[O:17])=[O:16])=[N:6][CH:7]=[C:8]([C:10]([F:13])([F:12])[F:11])[CH:9]=1)([O-])=O.O.[C:21](O)(=O)[CH3:22]>>[NH2:1][C:4]1[C:5]([NH:14][S:15]([CH2:18][CH3:19])(=[O:17])=[O:16])=[N:6][CH:7]=[C:8]([C:10]([F:13])([F:12])[F:11])[C:9]=1[CH2:21][CH3:22]. Reported procedure: 3.0 g of N-(3-nitro-5-trifluoromethyl-2-pyridyl)ethanesulfonamide was suspended in a solvent mixture comprising 30 ml of water and 30 ml of acetic acid, and 2.2 g of reduced iron was added thereto. Then, the mixture was heated to 50° C. and reacted for one hour. After completion of the reaction, the reaction product was cooled to room temperature, and excess iron was separated by filtration. The filtrate was extracted with ethyl acetate. The extract layer was washed with water and dried. Ethyl a... Reactants: C1=CC=CC=C1 (benzene), m- and p-methylbenzyl alcohols, C1(=CC=CC=C1)CCO (2-phenylethyl alcohol), hydrocarbon, CC(C1=CC=CC=C1)O (methylbenzyl alcohol). Solvent: C1(=CC=CC=C1)C (toluene). The product is C=1(C(=CC=CC1)C=O)C (Tolualdehyde). Yield: 385.0%. RXN SMILES: [CH:1]1C=CC=CC=1.C[CH:8]([OH:15])[C:9]1[CH:14]=[CH:13][CH:12]=[CH:11][CH:10]=1.C1(CCO)C=CC=CC=1>C1(C)C=CC=CC=1>[C:14]1([CH3:1])[C:9]([CH:8]=[O:15])=[CH:10][CH:11]=[CH:12][CH:13]=1. Procedure details: The experimental procedure was substantially the same as in Example excepting replacement of the benzene as the starting hydrocarbon compound with the same volume of toluene. The reaction mixture after completion of the reaction contained position isomers of methylbenzyl alcohol in a total molar yield of 6332% based on the amount of the rhodium complex used as the catalyst including o-, m- and p-methylbenzyl alcohols in a proportion of 3:60:37. 2-phenylethyl alcohol was not detected in the react...